The task is: describe an organic reaction: reactants, conditions, products, and yield. This data is from the Open Reaction Database (ORD), a public repository of structured organic reaction records. Reactants: C1NCCC2=C1NC1=CC=CC=C21 (2,3,4,9-tetrahydro-1H-pyrido[3,4-b]indole), C([O-])([O-])=O.[K+].[K+] (potassium carbonate), BrCCCCC12C(NC=3C=CC=C(C13)CCC2)=O (2a-(4-bromobutyl)-2a,3,4,5-tetrahydro-1H-benz[cd]indol-2-one). The solvent is CN(C)C=O (DMF). Run at time 8 hour. Product: C1N(CCC2=C1NC1=CC=CC=C21)CCCCC21C(NC=3C=CC=C(C23)CCC1)=O (2a-[4-(2,3,4,9-Tetrahydro-1H-pyrido[3,4-b]indol-2-yl)-butyl]-2a,3,4,5-tetrahydro-1H-benz[cd]indol-2-one). Yield: 48.0%. Reaction SMILES: [CH2:1]1[C:6]2[NH:7][C:8]3[C:13]([C:5]=2[CH2:4][CH2:3][NH:2]1)=[CH:12][CH:11]=[CH:10][CH:9]=3.C(=O)([O-])[O-].[K+].[K+].Br[CH2:21][CH2:22][CH2:23][CH2:24][C:25]12[CH2:36][CH2:35][CH2:34][C:32]3[C:33]1=[C:28]([CH:29]=[CH:30][CH:31]=3)[NH:27][C:26]2=[O:37]>CN(C=O)C>[CH2:1]1[C:6]2[NH:7][C:8]3[C:13]([C:5]=2[CH2:4][CH2:3][N:2]1[CH2:21][CH2:22][CH2:23][CH2:24][C:25]12[CH2:36][CH2:35][CH2:34][C:32]4[C:33]1=[C:28]([CH:29]=[CH:30][CH:31]=4)[NH:27][C:26]2=[O:37])=[CH:12][CH:11]=[CH:10][CH:9]=3 |f:1.2.3|. Reported procedure: A 168 mg (0.98 mmol) portion of 2,3,4,9-tetrahydro-1H-pyrido[3,4-b]indole and 269 mg (1.96 mmol) of potassium carbonate were added to 3 ml of DMF solution containing 150 mg (0.49 mmol) of 2a-(4-bromobutyl)-2a,3,4,5-tetrahydro-1H-benz[cd]indol-2-one and stirred overnight at room temperature. The reaction solution was extracted with chloroform and washed with water. After drying (Na2SO4), the solvent was removed by evaporation under a reduced pressure and the residue was recrystallized from aceton... Starting materials: BrC(Br)(Br)Br, ClCCl, O=C1N(CCO)CCC1(c1ccccc1)c1ccccc1, c1ccc(P(c2ccccc2)c2ccccc2)cc1. Yields the product O=C1N(CCBr)CCC1(c1ccccc1)c1ccccc1. RXN SMILES: [C:22]([Br:23])([Br:24])([Br:25])[Br:26].[CH2:46]([Cl:47])[Cl:48].[OH:1][CH2:2][CH2:3][N:4]1[C:5](=[O:21])[C:6]([c:9]2[cH:10][cH:11][cH:12][cH:13][cH:14]2)([c:15]2[cH:16][cH:17][cH:18][cH:19][cH:20]2)[CH2:7][CH2:8]1.[c:27]1([P:28]([c:29]2[cH:30][cH:31][cH:32][cH:33][cH:34]2)[c:35]2[cH:36][cH:37][cH:38][cH:39][cH:40]2)[cH:41][cH:42][cH:43][cH:44][cH:45]1>>[CH2:2]([CH2:3][N:4]1[C:5](=[O:21])[C:6]([c:9]2[cH:10][cH:11][cH:12][cH:13][cH:14]2)([c:15]2[cH:16][cH:17][cH:18][cH:19][cH:20]2)[CH2:7][CH2:8]1)[Br:23]. Reactants: BrP(C1=CC=CC=C1)(C1=CC=CC=C1)(C1=CC=CC=C1)CC1=CC(=C(C=C1)Cl)Cl (bromo[(3,4-dichlorophenyl)methyl]triphenylphosphine), [N+](=O)([O-])C1=CC=C(C=C1)CCCC=O (4-(4-nitro-phenyl)butyraldehyde). The solvent is C1CCOC1 (THF), C1CCOC1 (THF), TBF. Reaction conditions: temperature 0 celsius, time 30 minute. Product: ClC1=C(C=C(C=C1)C=CCCCC1=CC=C(C=C1)[N+](=O)[O-])Cl (1,2-Dichloro-4-[5-(4-nitrophenyl)-1-pentenyl]benzene). The yield is 98.7%. Reaction SMILES: BrP([CH2:21][C:22]1[CH:27]=[CH:26][C:25]([Cl:28])=[C:24]([Cl:29])[CH:23]=1)(C1C=CC=CC=1)(C1C=CC=CC=1)C1C=CC=CC=1.[N+:30]([C:33]1[CH:38]=[CH:37][C:36]([CH2:39][CH2:40][CH2:41][CH:42]=O)=[CH:35][CH:34]=1)([O-:32])=[O:31]>C1COCC1>[Cl:28][C:25]1[CH:26]=[CH:27][C:22]([CH:21]=[CH:42][CH2:41][CH2:40][CH2:39][C:36]2[CH:37]=[CH:38][C:33]([N+:30]([O-:32])=[O:31])=[CH:34][CH:35]=2)=[CH:23][C:24]=1[Cl:29]. Procedure: A solution of bromo[(3,4-dichlorophenyl)methyl]triphenylphosphine (3.95 g, 7.9 mmol) in dry THF (20 mL) was cooled to 0° C. LHDMS (1.0 M/THF, 9 ml, 9.0 mol) was added dropwise to maintain the temperature at 0° C. After stirring for 30 minutes, a solution of 4-(4-nitro-phenyl)butyraldehyde (1.45 g, 7.5 mmol) in TBF (5 mL) was added dropwise, and the mixture was allowed to warm to room temperature within 2 hours. The mixture was then quenched with H2O and extracted with EtOAc. The organic layers w... The reactants are BrC1=C(C=C(C=C1)C(=O)N1CCN(CC1)C1=NC=C(C=C1C)C)F ((4-bromo-3-fluorophenyl)[4-(3,5-dimethylpyridin-2-yl)piperazin-1-yl]methanone), O1C(NCC1)=O (oxazolidin-2-one). Yields the product CC=1C(=NC=C(C1)C)N1CCN(CC1)C(=O)C1=CC(=C(C=C1)N1C(OCC1)=O)F (3-{4-[4-(3,5-dimethylpyridin-2-yl)piperazine-1-carbonyl]-2-fluorophenyl}oxazolidin-2-one). Isolated yield 68.1%. RXN SMILES: Br[C:2]1[CH:7]=[CH:6][C:5]([C:8]([N:10]2[CH2:15][CH2:14][N:13]([C:16]3[C:21]([CH3:22])=[CH:20][C:19]([CH3:23])=[CH:18][N:17]=3)[CH2:12][CH2:11]2)=[O:9])=[CH:4][C:3]=1[F:24].[O:25]1[CH2:29][CH2:28][NH:27][C:26]1=[O:30]>>[CH3:22][C:21]1[C:16]([N:13]2[CH2:14][CH2:15][N:10]([C:8]([C:5]3[CH:6]=[CH:7][C:2]([N:27]4[CH2:28][CH2:29][O:25][C:26]4=[O:30])=[C:3]([F:24])[CH:4]=3)=[O:9])[CH2:11][CH2:12]2)=[N:17][CH:18]=[C:19]([CH3:23])[CH:20]=1. Procedure details: By reaction and treatment in the same manner as in Example 111 and using (4-bromo-3-fluorophenyl)[4-(3,5-dimethylpyridin-2-yl)piperazin-1-yl]methanone (392 mg) described in Preparation Example 66 and oxazolidin-2-one (87 mg), the title compound (271.1 mg) was obtained. The reactants are Cc1cccc2nc(S)n(C)c(=O)c12, CCO, O=C(c1ccc(CBr)cc1)c1cccnc1Cl, [Na+], [OH-]. Product: Cc1cccc2nc(SCc3ccc(C(=O)c4cccnc4Cl)cc3)n(C)c(=O)c12. As a reaction SMILES: [CH3:1][n:2]1[c:3]([SH:14])[n:4][c:5]2[cH:6][cH:7][cH:8][c:9]([CH3:13])[c:10]2[c:11]1=[O:12].[CH3:34][CH2:35][OH:36].[Cl:17][c:18]1[c:19]([C:20](=[O:21])[c:22]2[cH:23][cH:24][c:25]([CH2:26][Br:27])[cH:28][cH:29]2)[cH:30][cH:31][cH:32][n:33]1.[Na+:16].[OH-:15]>>[CH3:1][n:2]1[c:3]([S:14][CH2:26][c:25]2[cH:24][cH:23][c:22]([C:20]([c:19]3[c:18]([Cl:17])[n:33][cH:32][cH:31][cH:30]3)=[O:21])[cH:29][cH:28]2)[n:4][c:5]2[cH:6][cH:7][cH:8][c:9]([CH3:13])[c:10]2[c:11]1=[O:12]. The reactants are Cl (hydrochloric acid), C1(=CC=CC=C1)C1=NN(C=C1CCC(=O)OCC)CC1=CC=C(C=C1)OCC=1N=C(SC1)C1=CC=CC=C1 (ethyl 3-[3-phenyl-1-[4-(2-phenyl-4-thiazolylmethoxy)benzyl]-1H-pyrazol-4-yl]propionate), [OH-].[Na+] (sodium hydroxide), O1CCCC1 (tetrahydrofuran). Solvent: C(C)O (ethanol). Conditions: time 2 hour. The product is C1(=CC=CC=C1)C1=NN(C=C1CCC(=O)O)CC1=CC=C(C=C1)OCC=1N=C(SC1)C1=CC=CC=C1 (3-[3-phenyl-1-[4-(2-phenyl-4-thiazolylmethoxy)benzyl]-1H-pyrazol-4-yl]propionic acid). Isolated yield 60.0%. As a reaction SMILES: [C:1]1([C:7]2[C:11]([CH2:12][CH2:13][C:14]([O:16]CC)=[O:15])=[CH:10][N:9]([CH2:19][C:20]3[CH:25]=[CH:24][C:23]([O:26][CH2:27][C:28]4[N:29]=[C:30]([C:33]5[CH:38]=[CH:37][CH:36]=[CH:35][CH:34]=5)[S:31][CH:32]=4)=[CH:22][CH:21]=3)[N:8]=2)[CH:6]=[CH:5][CH:4]=[CH:3][CH:2]=1.[OH-].[Na+].O1CCCC1.Cl>C(O)C>[C:1]1([C:7]2[C:11]([CH2:12][CH2:13][C:14]([OH:16])=[O:15])=[CH:10][N:9]([CH2:19][C:20]3[CH:25]=[CH:24][C:23]([O:26][CH2:27][C:28]4[N:29]=[C:30]([C:33]5[CH:34]=[CH:35][CH:36]=[CH:37][CH:38]=5)[S:31][CH:32]=4)=[CH:22][CH:21]=3)[N:8]=2)[CH:6]=[CH:5][CH:4]=[CH:3][CH:2]=1 |f:1.2|. Procedure details: After a mixture of ethyl 3-[3-phenyl-1-[4-(2-phenyl-4-thiazolylmethoxy)benzyl]-1H-pyrazol-4-yl]propionate (1110 mg), 1N sodium hydroxide solution (5 ml), tetrahydrofuran (5 ml), and ethanol (5 ml) was stirred at room temperature for 2 hours, 1 N hydrochloric acid (5 ml) was added to the mixture, and then the mixture was extracted with ethyl acetate. The ethyl acetate layer was washed with saturated aqueous sodium chloride solution, dried (MgSO4), and concentrated. The resulting colorless crystal... Reactants: O=C(Cl)c1ccccc1, NC(CCC(=O)NCCS(=O)(=O)O)C(=O)O. Product: O=C(CCC(NC(=O)c1ccccc1)C(=O)O)NCCS(=O)(=O)O. As a reaction SMILES: [C:17]([c:18]1[cH:19][cH:20][cH:21][cH:22][cH:23]1)(=[O:24])[Cl:25].[NH2:1][CH:2]([CH2:3][CH2:4][C:5](=[O:6])[NH:7][CH2:8][CH2:9][S:10](=[O:11])(=[O:12])[OH:13])[C:14](=[O:15])[OH:16]>>[NH:1]([CH:2]([CH2:3][CH2:4][C:5](=[O:6])[NH:7][CH2:8][CH2:9][S:10](=[O:11])(=[O:12])[OH:13])[C:14](=[O:15])[OH:16])[C:17]([c:18]1[cH:19][cH:20][cH:21][cH:22][cH:23]1)=[O:24]. The reactants are Cc1cccc(OCc2ccc(C=O)cc2)n1, CC(=O)[O-], CC(=O)O, C[N+](=O)[O-], [NH4+]. The product is Cc1cccc(OCc2ccc(C=C[N+](=O)[O-])cc2)n1. RXN SMILES: [CH3:1][c:2]1[cH:3][cH:4][cH:5][c:6]([O:8][CH2:9][c:10]2[cH:11][cH:12][c:13]([CH:14]=[O:15])[cH:16][cH:17]2)[n:7]1.[CH3:23][C:24](=[O:25])[O-:26].[CH3:27][C:28](=[O:29])[OH:30].[N+:18](=[O:19])([O-:20])[CH3:21].[NH4+:22]>>[CH3:1][c:2]1[cH:3][cH:4][cH:5][c:6]([O:8][CH2:9][c:10]2[cH:11][cH:12][c:13]([CH:14]=[CH:21][N+:18](=[O:19])[O-:20])[cH:16][cH:17]2)[n:7]1. The reactants are 0.70.g, C(CCC)P(CCCC)CCCC (tributylphosphine), N(=NC(=O)N1CCCCC1)C(=O)N1CCCCC1 (1,1'-(azodicarbonyl)dipiperidine), OCC1=NC=2C(=NC(=CC2)SC2=CC=CC=C2)N1C (2-hydroxymethyl-3-methyl-5-phenylthio-3H-imidazo[4,5-b]pyridine), OC1=CC=C(CC2C(N(C(S2)=O)C(C2=CC=CC=C2)(C2=CC=CC=C2)C2=CC=CC=C2)=O)C=C1 (5-(4-hydroxybenzyl)-3-triphenylmethylthiazolidine-2,4-dione). The solvent is C1(=CC=CC=C1)C (toluene). Product: CN1C(=NC=2C1=NC(=CC2)SC2=CC=CC=C2)COC2=CC=C(CC1C(N(C(S1)=O)C(C1=CC=CC=C1)(C1=CC=CC=C1)C1=CC=CC=C1)=O)C=C2 (5-{4-(3-Methyl-5-phenylthio-3H-imidazo[4,5-b]pyridin-2-ylmethoxy) benzyl}-3-triphenylmethylthiazolidine-2,4-dione). As a reaction SMILES: [OH:1][CH2:2][C:3]1[N:18]([CH3:19])[C:6]2=[N:7][C:8]([S:11][C:12]3[CH:17]=[CH:16][CH:15]=[CH:14][CH:13]=3)=[CH:9][CH:10]=[C:5]2[N:4]=1.O[C:21]1[CH:53]=[CH:52][C:24]([CH2:25][CH:26]2[S:30][C:29](=[O:31])[N:28]([C:32]([C:45]3[CH:50]=[CH:49][CH:48]=[CH:47][CH:46]=3)([C:39]3[CH:44]=[CH:43][CH:42]=[CH:41][CH:40]=3)[C:33]3[CH:38]=[CH:37][CH:36]=[CH:35][CH:34]=3)[C:27]2=[O:51])=[CH:23][CH:22]=1.C(P(CCCC)CCCC)CCC.N(C(N1CCCCC1)=O)=NC(N1CCCCC1)=O>C1(C)C=CC=CC=1>[CH3:19][N:18]1[C:6]2=[N:7][C:8]([S:11][C:12]3[CH:17]=[CH:16][CH:15]=[CH:14][CH:13]=3)=[CH:9][CH:10]=[C:5]2[N:4]=[C:3]1[CH2:2][O:1][C:21]1[CH:53]=[CH:52][C:24]([CH2:25][CH:26]2[S:30][C:29](=[O:31])[N:28]([C:32]([C:45]3[CH:50]=[CH:49][CH:48]=[CH:47][CH:46]=3)([C:39]3[CH:40]=[CH:41][CH:42]=[CH:43][CH:44]=3)[C:33]3[CH:38]=[CH:37][CH:36]=[CH:35][CH:34]=3)[C:27]2=[O:51])=[CH:23][CH:22]=1. Procedure: A procedure similar to that described in Preparation 4 was repeated, except that 0.70.g of 2-hydroxymethyl-3-methyl-5-phenylthio-3H-imidazo[4,5-b]pyridine (prepared as described in Preparation 90), 1.20 g of 5-(4-hydroxybenzyl)-3-triphenylmethylthiazolidine-2,4-dione, 0.64 ml of tributylphosphine, 0.65 g of 1,1'-(azodicarbonyl)dipiperidine and 25 ml of toluene were used, and that the product was purified by column chromatography through silica gel, using a 1:1 by volume mixture of hexane and eth... Reactants: [BH4-].[Na+] (NaBH4), CN (Methylamine), COC(C1=NC=2NCCCC2C=C1C=O)OC (2-(dimethoxymethyl)-5,6,7,8-tetrahydro-1,8-naphthyridine-3-carbaldehyde), COC(C1=NC=2NCCCC2C=C1C=O)OC (2-(dimethoxymethyl)-5,6,7,8-tetrahydro-1,8-naphthyridine-3-carbaldehyde). Run in CO (MeOH). Reaction conditions: time 3 hour. Yields the product COC(C1=NC=2NCCCC2C=C1CNC)OC (1-(2-(dimethoxymethyl)-5,6,7,8-tetrahydro-1,8-naphthyridin-3-yl)-N-methylmethanamine). RXN SMILES: [CH3:1][NH2:2].[CH3:3][O:4][CH:5]([O:18][CH3:19])[C:6]1[C:15]([CH:16]=O)=[CH:14][C:13]2[CH2:12][CH2:11][CH2:10][NH:9][C:8]=2[N:7]=1.[BH4-].[Na+]>CO>[CH3:3][O:4][CH:5]([O:18][CH3:19])[C:6]1[C:15]([CH2:16][NH:2][CH3:1])=[CH:14][C:13]2[CH2:12][CH2:11][CH2:10][NH:9][C:8]=2[N:7]=1 |f:2.3|. Procedure: Methylamine (7.5 ml, 15.00 mmol) was added to a solution of 2-(dimethoxymethyl)-5,6,7,8-tetrahydro-1,8-naphthyridine-3-carbaldehyde (intermediate 41, 3 g, 12.70 mmol) in MeOH (60 ml) and the reaction mixture was stirred at room temperature for approximately 3 h. NaBH4 (690 mg, 18.24 mmol) was added portonwise and stirring was continued at room temperature for 40 min. Solvents were concentrated and the residue was partitioned between DCM and water. The aqueous layer was extracted with DCM and the...